From a dataset of the Open Reaction Database (ORD), a public repository of structured organic reaction records. describe an organic reaction: reactants, conditions, products, and yield The reactants are Cl.C(#N)C1=CC=C(C=C1)NN (4-Cyanophenylhydrazine hydrochloride), Amine Ketal hydrochloride, Cl (hydrochloric acid). Run in O (water). Conditions: temperature 2.5 celsius, time 1 hour. The product is N1C(=CC2=CC=CC=C12)C#N (racemic Indole Nitrile). RXN SMILES: Cl.C([C:4]1[CH:9]=[CH:8][C:7]([NH:10]N)=[CH:6][CH:5]=1)#N.Cl>O>[NH:10]1[C:7]2[C:8](=[CH:9][CH:4]=[CH:5][CH:6]=2)[CH:5]=[C:6]1[C:7]#[N:10] |f:0.1|. Procedure details: 4-Cyanophenylhydrazine hydrochloride (26.24 kg) and the Amine Ketal hydrochloride (1 mol equiv. 38.57 kg) were charged to the reaction vessel (RV3; nominal capacity 250 L; working capacity ca300 L) followed by water (92 L) and conc. hydrochloric acid (65.6 L). The reaction mixture was stirred and heated to 80-90° for up to ca 5 h and monitored by proton NMR (see note below). When the reaction was deemed to be complete, the reaction mixture was cooled to 0-5° C. and aged for 1 hour at this temper... Starting materials: [OH-].[K+] (potassium hydroxide), O.C(CC(O)(C(=O)O)CC(=O)O)(=O)O (citric acid monohydrate). Run in O (water). Run at temperature 90 celsius. Product: C(CC(O)(C(=O)[O-])CC(=O)[O-])(=O)[O-].[K+].[K+].[K+] (potassium citrate). As a reaction SMILES: [OH-].[K+:2].O.[C:4]([OH:16])(=[O:15])[CH2:5][C:6]([CH2:11][C:12]([OH:14])=[O:13])([C:8]([OH:10])=[O:9])[OH:7]>O>[C:4]([O-:16])(=[O:15])[CH2:5][C:6]([CH2:11][C:12]([O-:14])=[O:13])([C:8]([O-:10])=[O:9])[OH:7].[K+:2].[K+:2].[K+:2] |f:0.1,2.3,5.6.7.8|. Procedure: An aqueous solution of potassium citrate was prepared by adding 132 grams of potassium hydroxide (KOH, 85% pure) and 210 grams of citric acid monohydrate to 695 grams of distilled water. To this, 15.2 grams of acetaldehyde/diacetyl flavorant was added. After mixing, the mixture was transferred to a Niro spray dryer, which maintained an inlet air temperature of 120° C. and an outlet air temperature of 90° C. The resultant free-flowing powder was hygroscopic and collapsed in storage over night. Reactants: Amide, CC=1C=CC=2N(C1)C=C(N2)C2=CC=C(N)C=C2 (4-(6-methylimidazo[1,2-a]pyridin-2-yl)aniline), FC=1C=C(C(=O)Cl)C=C(C1F)F (3,4,5-trifluorobenzoyl chloride). The solvent is N1=CC=CC=C1 (pyridine). Yields the product FC=1C=C(C(=O)NC2=CC=C(C=C2)C=2N=C3N(C=C(C=C3)C)C2)C=C(C1F)F (3,4,5-Trifluoro-N-[4-(6-methylimidazo[1,2-a]pyridin-2-yl)phenyl]benzamide). Yield: 72.2%. Reaction SMILES: [CH3:1][C:2]1[CH:3]=[CH:4][C:5]2[N:6]([CH:8]=[C:9]([C:11]3[CH:17]=[CH:16][C:14]([NH2:15])=[CH:13][CH:12]=3)[N:10]=2)[CH:7]=1.[F:18][C:19]1[CH:20]=[C:21]([CH:25]=[C:26]([F:29])[C:27]=1[F:28])[C:22](Cl)=[O:23]>N1C=CC=CC=1>[F:18][C:19]1[CH:20]=[C:21]([CH:25]=[C:26]([F:29])[C:27]=1[F:28])[C:22]([NH:15][C:14]1[CH:16]=[CH:17][C:11]([C:9]2[N:10]=[C:5]3[CH:4]=[CH:3][C:2]([CH3:1])=[CH:7][N:6]3[CH:8]=2)=[CH:12][CH:13]=1)=[O:23]. Procedure details: Prepared as described in the Amide Coupling section using 4-(6-methylimidazo[1,2-a]pyridin-2-yl)aniline (0.50 g, 2.24 mmol) and 3,4,5-trifluorobenzoyl chloride (0.436 g, 2.24 mmol) in dry pyridine (20 ml) to give the title compound (0.617 g, 72%) as a colourless solid, after work-up and recrystallisation from AcOH. Reactants: CC=1SC=C(N1)C(=O)NC=1C2=CN(N=C2C=C(C1)B1OC(CC(O1)(C)C)(C)C)C1OCCCC1 (2-Methyl-N-[2-(tetrahydro-2H-pyran-2-yl)-6-(4,4,6,6-tetramethyl-1,3,2-dioxaborinan-2-yl)-2H-indazol-4-yl]-1,3-thiazole-4-carboxamide), BrC1=C2C=C(NC2=CC=C1)C (4-bromo-2-methyl-1H-indole), C([O-])([O-])=O.[Na+].[Na+] (sodium carbonate). Reagents/catalysts: C1=CC=C(C=C1)P([C-]2C=CC=C2)C3=CC=CC=C3.C1=CC=C(C=C1)P([C-]2C=CC=C2)C3=CC=CC=C3.Cl[Pd]Cl.[Fe+2] (Pd(dppf)Cl2). The solvent is O1CCOCC1 (1,4-dioxane), O (water). Conditions: temperature 140 celsius. Yields the product CC=1SC=C(N1)C(=O)NC1=C2C=NNC2=CC(=C1)C1=C2C=C(NC2=CC=C1)C (2-Methyl-N-[6-(2-methyl-1H-indol-4-yl)-1H-indazol-4-yl]-1,3-thiazole-4-carboxamide). Isolated yield 42.2%. Reaction SMILES: [CH3:1][C:2]1[S:3][CH:4]=[C:5]([C:7]([NH:9][C:10]2[C:11]3[C:15]([CH:16]=[C:17](B4OC(C)(C)CC(C)(C)O4)[CH:18]=2)=[N:14][N:13](C2CCCCO2)[CH:12]=3)=[O:8])[N:6]=1.Br[C:36]1[CH:44]=[CH:43][CH:42]=[C:41]2[C:37]=1[CH:38]=[C:39]([CH3:45])[NH:40]2.C(=O)([O-])[O-].[Na+].[Na+]>O1CCOCC1.O.C1C=CC(P(C2C=CC=CC=2)[C-]2C=CC=C2)=CC=1.C1C=CC(P(C2C=CC=CC=2)[C-]2C=CC=C2)=CC=1.Cl[Pd]Cl.[Fe+2]>[CH3:1][C:2]1[S:3][CH:4]=[C:5]([C:7]([NH:9][C:10]2[CH:18]=[C:17]([C:36]3[CH:44]=[CH:43][CH:42]=[C:41]4[C:37]=3[CH:38]=[C:39]([CH3:45])[NH:40]4)[CH:16]=[C:15]3[C:11]=2[CH:12]=[N:13][NH:14]3)=[O:8])[N:6]=1 |f:2.3.4,7.8.9.10|. Reported procedure: 2-Methyl-N-[2-(tetrahydro-2H-pyran-2-yl)-6-(4,4,6,6-tetramethyl-1,3,2-dioxaborinan-2-yl)-2H-indazol-4-yl]-1,3-thiazole-4-carboxamide (50 mg, 0.104 mmol), 4-bromo-2-methyl-1H-indole (22 mg, 0.104 mmol), Pd(dppf)Cl2 (8 mg, 0.01 mmol) and sodium carbonate (44 mg, 0.415 mmol) were added to a 0.5-2 ml microwave vial and suspended in 1,4-dioxane (0.5 mL) and water (0.5 mL). The mixture was heated in the microwave at 140° C. for 20 min, then cooled and passed through a 1 g silica cartridge which was wa...